This data is from the Open Reaction Database (ORD), a public repository of structured organic reaction records. The task is: describe an organic reaction: reactants, conditions, products, and yield The reactants are O=C(CBr)c1ccc(Br)cc1, O=C([O-])O, C1CCNC1, C1CCOC1, CCN(C(C)C)C(C)C, [Na+], O. Yields the product O=C(CN1CCCC1)c1ccc(Br)cc1. RXN SMILES: [Br:15][CH2:16][C:17](=[O:18])[c:19]1[cH:20][cH:21][c:22]([Br:25])[cH:23][cH:24]1.[C:27](=[O:28])([OH:29])[O-:30].[CH2:10]1[CH2:11][CH2:12][NH:13][CH2:14]1.[CH2:32]1[O:33][CH2:34][CH2:35][CH2:36]1.[CH:1]([N:2]([CH:3]([CH3:4])[CH3:5])[CH2:6][CH3:7])([CH3:8])[CH3:9].[Na+:31].[OH2:26]>>[CH2:10]1[CH2:11][CH2:12][N:13]([CH2:16][C:17](=[O:18])[c:19]2[cH:20][cH:21][c:22]([Br:25])[cH:23][cH:24]2)[CH2:14]1. The reactants are CC(C)(C)OC(=O)NCCc1ccc([N+](=O)[O-])cc1, CCO, O=C[O-], [NH4+], O. Yields the product CC(C)(C)OC(=O)NCCc1ccc(N)cc1. RXN SMILES: [C:1]([CH3:2])([CH3:3])([CH3:4])[O:5][C:6]([NH:7][CH2:8][CH2:9][c:10]1[cH:11][cH:12][c:13]([N+:16]([O-:17])=[O:18])[cH:14][cH:15]1)=[O:19].[CH3:24][CH2:25][OH:26].[CH:20]([O-:21])=[O:22].[NH4+:23].[OH2:27]>>[C:1]([CH3:2])([CH3:3])([CH3:4])[O:5][C:6]([NH:7][CH2:8][CH2:9][c:10]1[cH:11][cH:12][c:13]([NH2:16])[cH:14][cH:15]1)=[O:19]. Starting materials: ClC1=NC2=CC(=C(C=C2C(=N1)C1=CC(=CC=C1)[N+](=O)[O-])OC)OC (2-chloro-6,7-dimethoxy-4-(3-nitrophenyl)quinazoline), Cl.C1(CC1)N (cyclopropylamine hydrochloride). Product: C1(CC1)NC1=NC2=CC(=C(C=C2C(=N1)C1=CC(=CC=C1)[N+](=O)[O-])OC)OC (2-Cyclopropylamino-6, 7-dimethoxy-4-(3-nitrophenyl)quinazoline). Yield: 25.3%. Reaction SMILES: Cl[C:2]1[N:11]=[C:10]([C:12]2[CH:17]=[CH:16][CH:15]=[C:14]([N+:18]([O-:20])=[O:19])[CH:13]=2)[C:9]2[C:4](=[CH:5][C:6]([O:23][CH3:24])=[C:7]([O:21][CH3:22])[CH:8]=2)[N:3]=1.Cl.[CH:26]1([NH2:29])[CH2:28][CH2:27]1>>[CH:26]1([NH:29][C:2]2[N:11]=[C:10]([C:12]3[CH:17]=[CH:16][CH:15]=[C:14]([N+:18]([O-:20])=[O:19])[CH:13]=3)[C:9]3[C:4](=[CH:5][C:6]([O:23][CH3:24])=[C:7]([O:21][CH3:22])[CH:8]=3)[N:3]=2)[CH2:28][CH2:27]1 |f:1.2|. Reported procedure: Starting from 500 mg 2-chloro-6,7-dimethoxy-4-(3-nitrophenyl)quinazoline and 414 mg cyclopropylamine hydrochloride, 134 mg of the title compound was obtained in the same manner as in Production Example 4. The reactants are COC(=O)Cc1cccc(C#N)c1, CO, Cl, [H][H], C1COCCO1. Product: COC(=O)Cc1cccc(CN)c1, Cl. Reaction SMILES: [CH3:1][O:2][C:3]([CH2:4][c:5]1[cH:6][c:7]([C:11]#[N:12])[cH:8][cH:9][cH:10]1)=[O:13].[CH3:23][OH:24].[ClH:22].[H:20][H:21].[O:14]1[CH2:15][CH2:16][O:17][CH2:18][CH2:19]1>>[CH3:1][O:2][C:3]([CH2:4][c:5]1[cH:6][c:7]([CH2:11][NH2:12])[cH:8][cH:9][cH:10]1)=[O:13].[ClH:22]. Starting materials: CCN(C(C)C)C(C)C, O=C(Cl)c1ccc(F)cc1, CCOC(=O)CCCNc1ccccc1-c1ccccc1, c1ccccc1. The product is CCOC(=O)CCCN(C(=O)c1ccc(F)cc1)c1ccccc1-c1ccccc1. As a reaction SMILES: [CH2:22]([N:23]([CH:24]([CH3:25])[CH3:26])[CH:27]([CH3:28])[CH3:29])[CH3:30].[F:31][c:32]1[cH:33][cH:34][c:35]([C:36](=[O:37])[Cl:38])[cH:39][cH:40]1.[c:1]1(-[c:16]2[cH:17][cH:18][cH:19][cH:20][cH:21]2)[c:2]([NH:7][CH2:8][CH2:9][CH2:10][C:11](=[O:12])[O:13][CH2:14][CH3:15])[cH:3][cH:4][cH:5][cH:6]1.[cH:41]1[cH:42][cH:43][cH:44][cH:45][cH:46]1>>[c:1]1(-[c:16]2[cH:17][cH:18][cH:19][cH:20][cH:21]2)[c:2]([N:7]([CH2:8][CH2:9][CH2:10][C:11](=[O:12])[O:13][CH2:14][CH3:15])[C:36]([c:35]2[cH:34][cH:33][c:32]([F:31])[cH:40][cH:39]2)=[O:37])[cH:3][cH:4][cH:5][cH:6]1.